Dataset: the Open Reaction Database (ORD), a public repository of structured organic reaction records. Task: describe an organic reaction: reactants, conditions, products, and yield Reactants: COC1=CC=C(C=N[C@H](CO)C)C=C1 ((S)-2-(4-methoxybenzylideneamino)propan-1-ol), [BH4-].[Na+] (sodium borohydride). Solvent: CO (CH3OH). Run at temperature -10 celsius, time 2 hour. The product is COC1=CC=C(CN[C@H](CO)C)C=C1 ((2S)-2-[(4-Methoxybenzyl)amino]propan-1-ol). Reaction SMILES: [CH3:1][O:2][C:3]1[CH:14]=[CH:13][C:6]([CH:7]=[N:8][C@@H:9]([CH3:12])[CH2:10][OH:11])=[CH:5][CH:4]=1.[BH4-].[Na+]>CO>[CH3:1][O:2][C:3]1[CH:14]=[CH:13][C:6]([CH2:7][NH:8][C@@H:9]([CH3:12])[CH2:10][OH:11])=[CH:5][CH:4]=1 |f:1.2|. Procedure: Into a 10000 mL 4-necked, round bottomed flask was placed a solution of (S)-2-(4-methoxybenzylideneamino)propan-1-ol (693 g, 3.59 mol) in CH3OH (7000 mL). sodium borohydride (271.2 g, 7.17 mol) was added in several batches. The reaction mixture was cooled −10° C. After 2 hours at −10° C., the reaction was warmed to room temperature and concentrated under vacuum. The residual solution was diluted with 2000 mL of water and extracted three times with 3000 mL of ethyl acetate. The combined organic l... The reactants are CN(Cc1cc(Br)n(S(=O)(=O)c2cccnc2)c1)C(=O)OC(C)(C)C, CC(=O)c1cccc(B(O)O)c1F, [Na+], [Na+], O=C([O-])[O-], c1ccc(P(c2ccccc2)(c2ccccc2)[Pd](P(c2ccccc2)(c2ccccc2)c2ccccc2)(P(c2ccccc2)(c2ccccc2)c2ccccc2)P(c2ccccc2)(c2ccccc2)c2ccccc2)cc1. The product is CC(=O)c1cccc(-c2cc(CN(C)C(=O)OC(C)(C)C)cn2S(=O)(=O)c2cccnc2)c1F. Reaction SMILES: [Br:1][c:2]1[cH:3][c:4]([CH2:16][N:17]([C:18]([O:19][C:20]([CH3:21])([CH3:22])[CH3:23])=[O:24])[CH3:25])[cH:5][n:6]1[S:7](=[O:8])(=[O:9])[c:10]1[cH:11][n:12][cH:13][cH:14][cH:15]1.[C:26]([CH3:27])(=[O:28])[c:29]1[c:30]([F:38])[c:31]([B:35]([OH:36])[OH:37])[cH:32][cH:33][cH:34]1.[Na+:39].[Na+:40].[O-:41][C:42](=[O:43])[O-:44].[cH:45]1[cH:46][cH:47][c:48]([P:49]([Pd:50]([P:51]([c:52]2[cH:53][cH:54][cH:55][cH:56][cH:57]2)([c:58]2[cH:59][cH:60][cH:61][cH:62][cH:63]2)[c:64]2[cH:65][cH:66][cH:67][cH:68][cH:69]2)([P:70]([c:71]2[cH:72][cH:73][cH:74][cH:75][cH:76]2)([c:77]2[cH:78][cH:79][cH:80][cH:81][cH:82]2)[c:83]2[cH:84][cH:85][cH:86][cH:87][cH:88]2)[P:89]([c:90]2[cH:91][cH:92][cH:93][cH:94][cH:95]2)([c:96]2[cH:97][cH:98][cH:99][cH:100][cH:101]2)[c:102]2[cH:103][cH:104][cH:105][cH:106][cH:107]2)([c:108]2[cH:109][cH:110][cH:111][cH:112][cH:113]2)[c:114]2[cH:115][cH:116][cH:117][cH:118][cH:119]2)[cH:120][cH:121]1>>[c:2]1(-[c:31]2[c:30]([F:38])[c:29]([C:26]([CH3:27])=[O:28])[cH:34][cH:33][cH:32]2)[cH:3][c:4]([CH2:16][N:17]([C:18]([O:19][C:20]([CH3:21])([CH3:22])[CH3:23])=[O:24])[CH3:25])[cH:5][n:6]1[S:7](=[O:8])(=[O:9])[c:10]1[cH:11][n:12][cH:13][cH:14][cH:15]1.